This data is from the Open Reaction Database (ORD), a public repository of structured organic reaction records. The task is: describe an organic reaction: reactants, conditions, products, and yield Reactants: CCOC(=O)c1nn(CC(=O)Nc2ccc(Cl)cn2)c(C(=O)OCC)c1OCC(F)(F)F, C1CCOC1, Cl, [Na+], [OH-]. Product: CCOC(=O)c1nn(CC(=O)Nc2ccc(Cl)cn2)c(C(=O)O)c1OCC(F)(F)F. Reaction SMILES: [CH2:1]([CH3:2])[O:3][C:4](=[O:5])[c:6]1[n:7][n:8]([CH2:22][C:23]([NH:24][c:25]2[n:26][cH:27][c:28]([Cl:31])[cH:29][cH:30]2)=[O:32])[c:9]([C:17](=[O:18])[O:19][CH2:20][CH3:21])[c:10]1[O:11][CH2:12][C:13]([F:14])([F:15])[F:16].[CH2:34]1[O:35][CH2:36][CH2:37][CH2:38]1.[ClH:33].[Na+:40].[OH-:39]>>[CH2:1]([CH3:2])[O:3][C:4](=[O:5])[c:6]1[n:7][n:8]([CH2:22][C:23]([NH:24][c:25]2[n:26][cH:27][c:28]([Cl:31])[cH:29][cH:30]2)=[O:32])[c:9]([C:17](=[O:18])[OH:19])[c:10]1[O:11][CH2:12][C:13]([F:14])([F:15])[F:16]. Reactants: C(#N)C1CC=2C1=C(C=CC2)OC (1-cyano-4-methoxybenzocyclobutene), COC1=CC=C(C=C)C=C1 (p-methoxystyrene). Run in ClC1=C(C=CC=C1)Cl (o-dichlorobenzene). Run at time 12 hour. Yields the product C(#N)C1C(CCC2=CC=CC=C12)C1=CC=C(C=C1)OC ((1RS,2SR)-1-cyano-1,2,3,4-tetrahydro-2-p-methoxyphenylnaphthalene). As a reaction SMILES: [C:1]([CH:3]1[C:6]2=[C:7](OC)[CH:8]=[CH:9][CH:10]=[C:5]2[CH2:4]1)#[N:2].[CH3:13][O:14][C:15]1[CH:22]=[CH:21][C:18]([CH:19]=[CH2:20])=[CH:17][CH:16]=1>ClC1C=CC=CC=1Cl>[C:1]([CH:3]1[C:6]2[C:5](=[CH:10][CH:9]=[CH:8][CH:7]=2)[CH2:4][CH2:20][CH:19]1[C:18]1[CH:21]=[CH:22][C:15]([O:14][CH3:13])=[CH:16][CH:17]=1)#[N:2]. Procedure details: A solution of 1-cyano-4-methoxybenzocyclobutene (7.5 g.; described in the Journal of the American Chemical Society, 1976, 98, 8185) and p-methoxystyrene (11.1 g.) in o-dichlorobenzene (40 ml.) was heated under reflux for 30 minutes under an atmosphere of argon and then evaporated to dryness, and the residue was purified by chromatography on a silica gel column using a 20:1 v/v mixture of toluene and ethyl acetate as eluant. A mixture of a solution of the residue (12.0 g.) in toluene (200 ml.), a... Reactants: C[Mg]Br (effective_coupling_partner), COc2ccc1cc(OC(C)C)ccc1c2 (substrate). The reagents and catalysts are PCy3. Run at temperature 80 celsius, time 20 minute. Yields the product Cc2ccc1cc(C)ccc1c2. Starting materials: ClC=1C(=NC=CN1)C(N1C(C2=CC=CC=C2C1=O)=O)C=1C=C2N=C(C=NC2=CC1)C1=CC=CC=C1 (2-[(3-chloropyrazin-2-yl)(3-phenylquinoxalin-6-yl)methyl]-1H-isoindole-1,3(2H)-dione), C(Cl)Cl (DCM), NN (hydrazine). Run in CCO (EtOH). Conditions: time 22 hour. The product is ClC=1C(=NC=CN1)NCC=1C=C2N=C(C=NC2=CC1)C1=CC=CC=C1 ((3-Chloropyrazin-2-yl)(3-phenylquinoxalin-6-yl)methylamine). As a reaction SMILES: ClC1C([CH:8]([C:20]2[CH:21]=[C:22]3[C:27](=[CH:28][CH:29]=2)[N:26]=[CH:25][C:24]([C:30]2[CH:35]=[CH:34][CH:33]=[CH:32][CH:31]=2)=[N:23]3)[N:9]2[C:17](=O)C3C(=CC=CC=3)C2=O)=NC=CN=1.NN.[CH2:38]([Cl:40])Cl>CCO>[Cl:40][C:38]1[C:17]([NH:9][CH2:8][C:20]2[CH:21]=[C:22]3[C:27](=[CH:28][CH:29]=2)[N:26]=[CH:25][C:24]([C:30]2[CH:31]=[CH:32][CH:33]=[CH:34][CH:35]=2)=[N:23]3)=[N:23][CH:22]=[CH:27][N:26]=1. Reported procedure: A flask containing crude (3-chloropyrazin-2-yl)(3-phenylquinoxalin-6-yl)methanol (153 mg, 0.44 mmol) was flashed with Ar and charged with phthalimide (71 mg, 0.48 mmol) and triphenylphosphine (130 mg, 0.48 mmol) and anh. THF (10 mL). DIAD (0.1 mL, 0.48 mmol) was added slowly dropwise at rt and then the reaction was stirred at rt for 16 h. The reaction was concentrated under reduced pressure and purified by flash chromatography (silica gel, 5% EtOAc in DCM to 10%) affording 2-[(3-chloropyrazin-2-... Reactants: NC1=NNC(=N1)C (3-amino-5-methyl-1,2,4-triazole), CN(C=CC(=O)C1=CC(=CC=C1)C(F)(F)F)C (3-dimethylamino-3'-trifluoromethylacrylophenone). Solvent: C(C)(=O)O (acetic acid). Yields the product CC1=NN2C(N=CC=C2C2=CC(=CC=C2)C(F)(F)F)=N1 (2-Methyl-7-(m-trifluoromethylphenyl)-1,2,4-triazolo[1,5-a]pyrimidine). As a reaction SMILES: [NH2:1][C:2]1[N:6]=[C:5]([CH3:7])[NH:4][N:3]=1.CN(C)[CH:10]=[CH:11][C:12]([C:14]1[CH:19]=[CH:18][CH:17]=[C:16]([C:20]([F:23])([F:22])[F:21])[CH:15]=1)=O>C(O)(=O)C>[CH3:7][C:5]1[N:6]=[C:2]2[N:1]=[CH:10][CH:11]=[C:12]([C:14]3[CH:19]=[CH:18][CH:17]=[C:16]([C:20]([F:21])([F:22])[F:23])[CH:15]=3)[N:3]2[N:4]=1. Procedure details: A mixture of 0.49 g. of 3-amino-5-methyl-1,2,4-triazole and 1.26 g. of 3-dimethylamino-3'-trifluoromethylacrylophenone in 25 ml. of glacial acetic acid refluxed for 16 hours. The resulting mixture is worked up as described in Example 54 to give the product of the Example, m.p. 153°-154° C.